From a dataset of the Open Reaction Database (ORD), a public repository of structured organic reaction records. describe an organic reaction: reactants, conditions, products, and yield The reactants are C1(CCCCC1)NC1=C(C=C(CO)C=C1)[N+](=O)[O-] (4-cyclohexylamino-3-nitrobenzyl alcohol), O.C[N+]1(CCOCC1)[O-] (N-methyl morpholine-N-oxide monohydrate). The reagents and catalysts are [Ru](=O)(=O)(=O)[O-].C(CC)[N+](CCC)(CCC)CCC (Tetra-n-propylammonium perruthenate). The solvent is C(Cl)Cl (DCM). Run at time 18 hour. Yields the product C1(CCCCC1)NC1=C(C=C(C=O)C=C1)[N+](=O)[O-] (4-cyclohexylamino-3-nitrobenzaldehyde). As a reaction SMILES: [CH:1]1([NH:7][C:8]2[CH:15]=[CH:14][C:11]([CH2:12][OH:13])=[CH:10][C:9]=2[N+:16]([O-:18])=[O:17])[CH2:6][CH2:5][CH2:4][CH2:3][CH2:2]1.O.C[N+]1([O-])CCOCC1>C(Cl)Cl.[Ru]([O-])(=O)(=O)=O.C([N+](CCC)(CCC)CCC)CC>[CH:1]1([NH:7][C:8]2[CH:15]=[CH:14][C:11]([CH:12]=[O:13])=[CH:10][C:9]=2[N+:16]([O-:18])=[O:17])[CH2:2][CH2:3][CH2:4][CH2:5][CH2:6]1 |f:1.2,4.5|. Procedure: To a solution of 4-cyclohexylamino-3-nitrobenzyl alcohol (21.0 g, 83 mmol) in DCM (300 mL) was added powdered 4 Å molecular sieves (15 g) and N-methyl morpholine-N-oxide monohydrate (10.8 g, 92.2 mmol). Tetra-n-propylammonium perruthenate (VII) (2.91 g, 8.28 mmol) was then added in a single portion. An initial exotherm was controlled using an ice bath, and then the reaction mixture was stirred at room temperature for 18 hr. The mixture was then reduced to ˜100 mL by evaporation, and loaded onto ... Starting materials: O, OCc1ccccc1, CC(C)CC(O)C(=O)O, Cc1ccc(S(=O)(=O)O)cc1, c1ccccc1. The product is CC(C)CC(O)C(=O)OCc1ccccc1. As a reaction SMILES: [OH2:18].[OH:10][CH2:11][c:12]1[cH:13][cH:14][cH:15][cH:16][cH:17]1.[OH:1][CH:2]([C:3](=[O:4])[OH:5])[CH2:6][CH:7]([CH3:8])[CH3:9].[c:19]1([CH3:20])[cH:21][cH:22][c:23]([S:24]([OH:25])(=[O:26])=[O:27])[cH:28][cH:29]1.[cH:30]1[cH:31][cH:32][cH:33][cH:34][cH:35]1>>[OH:1][CH:2]([C:3](=[O:4])[O:5][CH2:11][c:12]1[cH:13][cH:14][cH:15][cH:16][cH:17]1)[CH2:6][CH:7]([CH3:8])[CH3:9]. The reactants are ClCCl, CCN(C(C)C)C(C)C, O=[N+]([O-])c1cccc2c1NC(CO)CO2, Cc1ccc(S(=O)(=O)Cl)cc1. Product: Cc1ccc(S(=O)(=O)OCC2COc3cccc([N+](=O)[O-])c3N2)cc1. RXN SMILES: [CH2:36]([Cl:37])[Cl:38].[CH:16]([N:17]([CH2:18][CH3:19])[CH:20]([CH3:21])[CH3:22])([CH3:23])[CH3:24].[N+:1](=[O:2])([O-:3])[c:4]1[cH:5][cH:6][cH:7][c:8]2[c:9]1[NH:10][CH:11]([CH2:14][OH:15])[CH2:12][O:13]2.[c:25]1([CH3:35])[cH:26][cH:27][c:28]([S:31](=[O:32])(=[O:33])[Cl:34])[cH:29][cH:30]1>>[N+:1](=[O:2])([O-:3])[c:4]1[cH:5][cH:6][cH:7][c:8]2[c:9]1[NH:10][CH:11]([CH2:14][O:15][S:31]([c:28]1[cH:27][cH:26][c:25]([CH3:35])[cH:30][cH:29]1)(=[O:32])=[O:33])[CH2:12][O:13]2. Reactants: FC(S(=O)(=O)OC1=CC2=C(C(C=CO2)=O)C=C1)(F)F (7-[Trifluoromethylsulfonyloxy]-benzopyran-4-one), C(C1=CC=CC=C1)=O (benzaldehyde), N1CCCC1 (pyrrolidine). Run in CO (methanol). Reaction conditions: time 8 hour. Product: FC(S(=O)(=O)OC1=CC2=C(C(C(CO2)=CC2=CC=CC=C2)=O)C=C1)(F)F (7-[(Trifluoromethylsulfonyl)oxy]-3-phenymethylene-benzopyran-4-one). Yield: 75.0%. Reaction SMILES: [F:1][C:2]([F:19])([F:18])[S:3]([O:6][C:7]1[CH:17]=[CH:16][C:10]2[C:11](=[O:15])[CH:12]=[CH:13][O:14][C:9]=2[CH:8]=1)(=[O:5])=[O:4].[CH:20](=O)[C:21]1[CH:26]=[CH:25][CH:24]=[CH:23][CH:22]=1.N1CCCC1>CO>[F:19][C:2]([F:1])([F:18])[S:3]([O:6][C:7]1[CH:17]=[CH:16][C:10]2[C:11](=[O:15])[C:12](=[CH:20][C:21]3[CH:26]=[CH:25][CH:24]=[CH:23][CH:22]=3)[CH2:13][O:14][C:9]=2[CH:8]=1)(=[O:5])=[O:4]. Reported procedure: To a stirred solution of the product of Step C (27 g, 91.2 mmole) in 183 mL of methanol was added benzaldehyde (11.1 mL, 109 mmole) followed by pyrrolidine (9.1 mL, 109 mmole). The mixture was stirred at room temperature overnight, cooled to 0° C. and filtered. The solid was washed once with 50 mL of ice-cold methanol and then dried in vacuo; 35.2 g, (75% yield) of the title product was recovered. Procedure: The title compound, m.p. 186° C. and MS: m/e=421.3 (M+H+), was prepared in accordance with the general method of example 1 from 5-amino-10,11-dihydro-5H-dibenzo[a,d]cycloheptene, chloroacetyl chloride, spiro[1H-indene-1,4'-piperidine] and Hcl. Product: Cl.C1=CC=CC=2C(C3=C(CCC21)C=CC=C3)NCCN3CCC2(CC3)C=CC3=CC=CC=C32 ((10,11-Dihydro-5H-dibenzo[a,d]cyclohepten-5-yl)-[2-(spiro[indene-1,4'-piperidin]-1'-yl)-ethyl]-amine hydrochloride). Reaction SMILES: [NH2:1][CH:2]1[C:8]2[CH:9]=[CH:10][CH:11]=[CH:12][C:7]=2[CH2:6][CH2:5][C:4]2[CH:13]=[CH:14][CH:15]=[CH:16][C:3]1=2.[Cl:17][CH2:18][C:19](Cl)=O.[NH:22]1[CH2:27][CH2:26][C:25]2([C:35]3[C:30](=[CH:31][CH:32]=[CH:33][CH:34]=3)[CH:29]=[CH:28]2)[CH2:24][CH2:23]1>>[ClH:17].[CH:12]1[C:7]2[CH2:6][CH2:5][C:4]3[CH:13]=[CH:14][CH:15]=[CH:16][C:3]=3[CH:2]([NH:1][CH2:18][CH2:19][N:22]3[CH2:27][CH2:26][C:25]4([C:35]5[C:30](=[CH:31][CH:32]=[CH:33][CH:34]=5)[CH:29]=[CH:28]4)[CH2:24][CH2:23]3)[C:8]=2[CH:9]=[CH:10][CH:11]=1 |f:3.4|. Starting materials: NC1C2=C(CCC3=C1C=CC=C3)C=CC=C2 (5-amino-10,11-dihydro-5H-dibenzo[a,d]cycloheptene), ClCC(=O)Cl (chloroacetyl chloride), N1CCC2(CC1)C=CC1=CC=CC=C12 (spiro[1H-indene-1,4'-piperidine]). Starting materials: BrC=1C=C(C(=NC1)N)N (5-bromo-2,3-diaminopyridine), C(CO)(=O)O (glycolic acid). Product: BrC=1C=C2C(=NC1)NC(=N2)CO (6-Bromo-2-hydroxymethyl-3H-imidazo[4,5-b]pyridine). Reaction SMILES: [Br:1][C:2]1[CH:3]=[C:4]([NH2:9])[C:5]([NH2:8])=[N:6][CH:7]=1.[C:10](O)(=O)[CH2:11][OH:12]>>[Br:1][C:2]1[CH:3]=[C:4]2[N:9]=[C:10]([CH2:11][OH:12])[NH:8][C:5]2=[N:6][CH:7]=1. Procedure: A procedure similar to that described in Preparation 43 was repeated, except that 7.00 g of 5-bromo-2,3-diaminopyridine (prepared as described in Preparation 57) and 8.50 g of glycolic acid were used, to give the title compound as a crude product. This crude product was purified by column chromatography through silica gel, using a 10:1 by volume mixture of ethyl acetate and methanol as the eluent, to give 7.05 g of the title compound, melting at 230°-233° C. Reaction SMILES: C[O:2][C:3]([C@@H:5]1[O:9][CH:8]([C:10]2[CH:15]=[CH:14][C:13]([O:16][CH3:17])=[CH:12][C:11]=2[O:18][CH3:19])[N:7]([C:20]([NH:22][C:23]([CH3:26])([CH3:25])[CH3:24])=[O:21])[C@H:6]1[C:27]1[CH:32]=[CH:31][CH:30]=[CH:29][CH:28]=1)=[O:4].O.C(=O)([O-])[O-].[K+:38].[K+]>CO>[K+:38].[C:23]([NH:22][C:20]([N:7]1[C@@H:6]([C:27]2[CH:28]=[CH:29][CH:30]=[CH:31][CH:32]=2)[C@H:5]([C:3]([O-:4])=[O:2])[O:9][CH:8]1[C:10]1[CH:15]=[CH:14][C:13]([O:16][CH3:17])=[CH:12][C:11]=1[O:18][CH3:19])=[O:21])([CH3:26])([CH3:25])[CH3:24] |f:2.3.4,6.7|. Solvent: CO (MeOH). Reactants: COC(=O)[C@H]1[C@@H](N(C(O1)C1=C(C=C(C=C1)OC)OC)C(=O)NC(C)(C)C)C1=CC=CC=C1 ((4S,5R)-N-(t-butylamino-carbonyl)-2-(2,4-dimethoxyphenyl)-4-phenyl-5-oxazolidinecarboxylic acid methyl ester), O (water), C([O-])([O-])=O.[K+].[K+] (potassium carbonate). Product: [K+].C(C)(C)(C)NC(=O)N1C(O[C@H]([C@@H]1C1=CC=CC=C1)C(=O)[O-])C1=C(C=C(C=C1)OC)OC ((4S, 5R)-N-(t-butylaminocarbonyl)-2-(2,4-dimethoxyphenyl)-4-phenyl-5-oxazolidinecarboxylic acid potassium salt). Conditions: time 1 hour. Reported procedure: A 100 mg (0.23 mM) quantity the less polar isomer of (4S,5R)-N-(t-butylamino-carbonyl)-2-(2,4-dimethoxyphenyl)-4-phenyl-5-oxazolidinecarboxylic acid methyl ester (Preparation 57, 5Ka) is stirred at room temperature under nitrogen in 3 mL MeOH. To this is added 0.1 mL water and 43 mg (0.31 mM) potassium carbonate. After 1 hour, TLC shows no starting material left. Store in freezer overnight. The next morning the solvent is evaporated to give (4S, 5R)-N-(t-butylaminocarbonyl)-2-(2,4-dimethoxypheny... Reactants: Cl.C1(CC1)COC1=C(C=CC(=C1)F)C=1C2=C(N=CN1)C(=C(N2)C)C(=O)N[C@H]2CNCC2 (4-[2-(cyclopropylmethoxy)-4-fluorophenyl]-6-methyl-N-[(3R)-pyrrolidin-3-yl]-5H-pyrrolo[3,2-d]pyrimidine-7-carboxamide hydrochloride), C(C)(=O)O[C@H](C(=O)Cl)C ((2S)-1-chloro-1-oxopropan-2-yl acetate). Yields the product C1(CC1)COC1=C(C=CC(=C1)F)C=1C2=C(N=CN1)C(=C(N2)C)C(=O)N[C@H]2CN(CC2)C([C@H](C)O)=O (4-[2-(cyclopropylmethoxy)-4-fluorophenyl]-N-{(3R)-1-[(2S)-2-hydroxypropanoyl]pyrrolidin-3-yl}-6-methyl-5H-pyrrolo[3,2-d]pyrimidine-7-carboxamide). As a reaction SMILES: Cl.[CH:2]1([CH2:5][O:6][C:7]2[CH:12]=[C:11]([F:13])[CH:10]=[CH:9][C:8]=2[C:14]2[C:15]3[NH:22][C:21]([CH3:23])=[C:20]([C:24]([NH:26][C@@H:27]4[CH2:31][CH2:30][NH:29][CH2:28]4)=[O:25])[C:16]=3[N:17]=[CH:18][N:19]=2)[CH2:4][CH2:3]1.C([O:35][C@@H:36]([CH3:40])[C:37](Cl)=[O:38])(=O)C>>[CH:2]1([CH2:5][O:6][C:7]2[CH:12]=[C:11]([F:13])[CH:10]=[CH:9][C:8]=2[C:14]2[C:15]3[NH:22][C:21]([CH3:23])=[C:20]([C:24]([NH:26][C@@H:27]4[CH2:31][CH2:30][N:29]([C:37](=[O:38])[C@@H:36]([OH:35])[CH3:40])[CH2:28]4)=[O:25])[C:16]=3[N:17]=[CH:18][N:19]=2)[CH2:4][CH2:3]1 |f:0.1|. Procedure: Starting from 4-[2-(cyclopropylmethoxy)-4-fluorophenyl]-6-methyl-N-[(3R)-pyrrolidin-3-yl]-5H-pyrrolo[3,2-d]pyrimidine-7-carboxamide hydrochloride (example D.f9) and commercially available (2S)-1-chloro-1-oxopropan-2-yl acetate the title compound is obtained as colorless solid. Starting materials: COC=1C=C(C=CC1OC)CCN (2-(3,4-dimethoxyphenyl)ethylamine), CN1N=NN=C1CCCC(=S)O (4-(1-Methyl-1,2,3,4-tetrazol-5-yl)thio-butyric acid), ClC(=O)OCC(C)C (isobutyl chloroformate), C1CCC2=NCCCN2CC1 (DBU). The solvent is O1CCCC1 (tetrahydrofuran). Reaction conditions: time 30 minute. The product is COC=1C=C(C=CC1OC)CCNC(CCCC1=NN=NN1C)=S (N-[2-(3,4-dimethoxyphenyl)ethyl]-4-(1-methyl-1,2,3,4-tetrazol-5-yl)thio-butyramide). The yield is 41.0%. Reaction SMILES: [CH3:1][N:2]1[C:6]([CH2:7][CH2:8][CH2:9][C:10](O)=[S:11])=[N:5][N:4]=[N:3]1.C1CCN2C(=NCCC2)CC1.ClC(OCC(C)C)=O.[CH3:32][O:33][C:34]1[CH:35]=[C:36]([CH2:42][CH2:43][NH2:44])[CH:37]=[CH:38][C:39]=1[O:40][CH3:41]>O1CCCC1>[CH3:32][O:33][C:34]1[CH:35]=[C:36]([CH2:42][CH2:43][NH:44][C:10](=[S:11])[CH2:9][CH2:8][CH2:7][C:6]2[N:2]([CH3:1])[N:3]=[N:4][N:5]=2)[CH:37]=[CH:38][C:39]=1[O:40][CH3:41]. Reported procedure: 4-(1-Methyl-1,2,3,4-tetrazol-5-yl)thio-butyric acid (45 mmole) is dissolved in tetrahydrofuran (50 ml), and thereto is added DBU (50 mmole). To the mixture is added dropwise with stirring isobutyl chloroformate (50 mmole) under ice-cooling and the mixture is stirred at room temperature for 30 minutes. To the mixture is added dropwise 2-(3,4-dimethoxyphenyl)ethylamine (54 mmole) and the mixture is further stirred at room temperature for 2 hours. After the solvent is distilled off under reduced pr...